describe an organic reaction: reactants, conditions, products, and yield From a dataset of the Open Reaction Database (ORD), a public repository of structured organic reaction records. Reactants: CO (Methanol), B(Br)(Br)Br (boron tribromide), BrCC=1C2=C(SC1C(=O)N1CCOCC1)C=C(C(=C2)OC)OC ((3-bromomethyl-5,6-dimethoxy-benzo[b]thiophen-2-yl)-morpholin-4-yl-methanone). Solvent: ClCCl (dichloromethane), ClCCl (dichloromethane). Run at time 1 hour. Yields the product BrCC=1C2=C(SC1C(=O)N1CCOCC1)C=C(C(=C2)O)O ((3-Bromomethyl-5,6-dihydroxy-benzo[b]thiophen-2-yl)-morpholin-4-yl-methanone). RXN SMILES: B(Br)(Br)Br.[Br:5][CH2:6][C:7]1[C:8]2[CH:23]=[C:22]([O:24]C)[C:21]([O:26]C)=[CH:20][C:9]=2[S:10][C:11]=1[C:12]([N:14]1[CH2:19][CH2:18][O:17][CH2:16][CH2:15]1)=[O:13].CO>ClCCl>[Br:5][CH2:6][C:7]1[C:8]2[CH:23]=[C:22]([OH:24])[C:21]([OH:26])=[CH:20][C:9]=2[S:10][C:11]=1[C:12]([N:14]1[CH2:19][CH2:18][O:17][CH2:16][CH2:15]1)=[O:13]. Procedure: A solution of 1 N boron tribromide in dichloromethane (3.4 ml) was added to a solution of (3-bromomethyl-5,6-dimethoxy-benzo[b]thiophen-2-yl)-morpholin-4-yl-methanone) (0.46 g) in dichloromethane (10 ml) at −20° C. Stirring was continued at 0° C. for one hour. Methanol was added and the mixture was evaporated to dryness. To the residue 5% Na2SO3 solution (5 ml) was added, the mixture acidified and the precipitate filtered.